This data is from the Open Reaction Database (ORD), a public repository of structured organic reaction records. The task is: describe an organic reaction: reactants, conditions, products, and yield Starting materials: BrC1=C(N(/C(/S1)=N/C(OC(C)(C)C)=O)C)CN1CCN(CC1)C(CCS(=O)(=O)C1=CC2=CC=C(C=C2C=C1)Cl)=O (tert-Butyl ((2Z)-5-bromo-4-((4-(3-((6-chloro-2-naphthyl)sulfonyl)propanoyl)-1-piperazinyl)methyl)-3-methyl-1,3-thiazol-2(3H)-ylidene)carbamate). Solvent: FC(C(=O)O)(F)F (trifluoroacetic acid). The product is BrC1=C(N(C(S1)=N)C)CN1CCN(CC1)C(CCS(=O)(=O)C1=CC2=CC=C(C=C2C=C1)Cl)=O (5-Bromo-4-((4-(3-((6-chloro-2-naphthyl)sulfonyl)propanoyl)-1-piperazinyl)methyl)-3-methyl-1,3-thiazol-2(3H)-imine). The yield is 6.9%. As a reaction SMILES: [Br:1][C:2]1[S:6]/[C:5](=[N:7]\C(=O)OC(C)(C)C)/[N:4]([CH3:15])[C:3]=1[CH2:16][N:17]1[CH2:22][CH2:21][N:20]([C:23](=[O:40])[CH2:24][CH2:25][S:26]([C:29]2[CH:38]=[CH:37][C:36]3[C:31](=[CH:32][CH:33]=[C:34]([Cl:39])[CH:35]=3)[CH:30]=2)(=[O:28])=[O:27])[CH2:19][CH2:18]1>FC(F)(F)C(O)=O>[Br:1][C:2]1[S:6][C:5](=[NH:7])[N:4]([CH3:15])[C:3]=1[CH2:16][N:17]1[CH2:22][CH2:21][N:20]([C:23](=[O:40])[CH2:24][CH2:25][S:26]([C:29]2[CH:38]=[CH:37][C:36]3[C:31](=[CH:32][CH:33]=[C:34]([Cl:39])[CH:35]=3)[CH:30]=2)(=[O:27])=[O:28])[CH2:19][CH2:18]1. Reported procedure: tert-Butyl ((2Z)-5-bromo-4-((4-(3-((6-chloro-2-naphthyl)sulfonyl)propanoyl)-1-piperazinyl)methyl)-3-methyl-1,3-thiazol-2(3H)-ylidene)carbamate (1.2 g) obtained in Example 30c) was dissolved in trifluoroacetic acid (10 mL), and the mixture was mixed at room temperature for 1 hour. The solvent was distilled off, and the residue was poured into an aqueous potassium carbonate solution. The mixture was extracted with a mixed solution of chloroform-methanol, and the extract was dried over anhydrous ma...